Dataset: the Open Reaction Database (ORD), a public repository of structured organic reaction records. Task: describe an organic reaction: reactants, conditions, products, and yield Reactants: FC1(CCC(CC1)C[C@@H](CN(C(=O)OCC[Si](C)(C)C)C)NC(OC(C)(C)C)=O)F ((S)-tert-Butyl 1-(4,4-difluorocyclohexyl)-3-(N-methyl-N-(2-(trimethylsilyl)ethoxycarbonyl)amino)propan-2-ylcarbamate), C=1(C(=CC=CC1)S(=O)(=O)O)C (toluenesulfonic acid). The solvent is CCOCC (ether), CCO (EtOH). Run at time 2 hour. The product is N[C@H](CN(C(OCC[Si](C)(C)C)=O)C)CC1CCC(CC1)(F)F ((S)-2-(trimethylsilyl)ethyl 2-amino-3-(4,4-difluorocyclohexyl)propyl(methyl)carbamate). The yield is 75.5%. Reaction SMILES: [F:1][C:2]1([F:30])[CH2:7][CH2:6][CH:5]([CH2:8][C@H:9]([NH:22]C(=O)OC(C)(C)C)[CH2:10][N:11]([CH3:21])[C:12]([O:14][CH2:15][CH2:16][Si:17]([CH3:20])([CH3:19])[CH3:18])=[O:13])[CH2:4][CH2:3]1.C1(C)C(S(O)(=O)=O)=CC=CC=1>CCOCC.CCO>[NH2:22][C@@H:9]([CH2:8][CH:5]1[CH2:4][CH2:3][C:2]([F:30])([F:1])[CH2:7][CH2:6]1)[CH2:10][N:11]([CH3:21])[C:12](=[O:13])[O:14][CH2:15][CH2:16][Si:17]([CH3:19])([CH3:20])[CH3:18]. Procedure details: (S)-tert-Butyl 1-(4,4-difluorocyclohexyl)-3-(N-methyl-N-(2-(trimethylsilyl)ethoxycarbonyl)amino)propan-2-ylcarbamate (6.25 g, 0.0139 mol) was dissolved in a minimal volume of ether (100 mL) and added to a solution of toluenesulfonic acid (2.71 g, 0.0142 mol) in absolute EtOH (20 mL). This solution was placed on a rotary evaporator and the Et2O was removed at ambient temp. The flask was then lowered into the water bath (temperature: 60° C.) and the selective removal of the Boc group proceeded con... The reactants are [Al+3], C1CCOC1, COC(=O)Cc1ccnc(C)c1, [H-], [H-], [H-], [H-], [Li+], [Na+], [Na+], O, O, O, O, O, O, O, O, O, O, O=S(=O)([O-])[O-]. Product: Cc1cc(CCO)ccn1. Reaction SMILES: [Al+3:14].[CH2:36]1[O:37][CH2:38][CH2:39][CH2:40]1.[CH3:1][c:2]1[n:3][cH:4][cH:5][c:6]([CH2:8][C:9](=[O:10])[O:11][CH3:12])[cH:7]1.[H-:13].[H-:16].[H-:17].[H-:18].[Li+:15].[Na+:34].[Na+:35].[OH2:19].[OH2:20].[OH2:21].[OH2:22].[OH2:23].[OH2:24].[OH2:25].[OH2:26].[OH2:27].[OH2:28].[S:29]([O-:30])([O-:31])(=[O:32])=[O:33]>>[CH3:1][c:2]1[n:3][cH:4][cH:5][c:6]([CH2:8][CH2:9][OH:10])[cH:7]1. The reactants are ClCCl, Cc1ccccc1S(N)(=O)=O, CCN=C=NCCCN(C)C, CN(C)c1ccncc1, COc1cc(C(=O)O)ccc1Cc1cccc2ccc(NC(=O)CC3CCCC3)cc12, Cl, C1CCOC1. Product: COc1cc(C(=O)NS(=O)(=O)c2ccccc2C)ccc1Cc1cccc2ccc(NC(=O)CC3CCCC3)cc12. Reaction SMILES: [CH2:60]([Cl:61])[Cl:62].[CH3:32][c:33]1[c:34]([S:39](=[O:40])(=[O:41])[NH2:42])[cH:35][cH:36][cH:37][cH:38]1.[CH3:44][N:45]([CH3:46])[CH2:47][CH2:48][CH2:49][N:50]=[C:51]=[N:52][CH2:53][CH3:54].[CH3:63][N:64]([CH3:65])[c:66]1[cH:67][cH:68][n:69][cH:70][cH:71]1.[CH:1]1([CH2:6][C:7](=[O:8])[NH:9][c:10]2[cH:11][cH:12][c:13]3[cH:14][cH:15][cH:16][c:17]([CH2:20][c:21]4[c:22]([O:30][CH3:31])[cH:23][c:24]([C:25](=[O:26])[OH:27])[cH:28][cH:29]4)[c:18]3[cH:19]2)[CH2:2][CH2:3][CH2:4][CH2:5]1.[ClH:43].[O:55]1[CH2:56][CH2:57][CH2:58][CH2:59]1>>[CH:1]1([CH2:6][C:7](=[O:8])[NH:9][c:10]2[cH:11][cH:12][c:13]3[cH:14][cH:15][cH:16][c:17]([CH2:20][c:21]4[c:22]([O:30][CH3:31])[cH:23][c:24]([C:25](=[O:26])[NH:42][S:39]([c:34]5[c:33]([CH3:32])[cH:38][cH:37][cH:36][cH:35]5)(=[O:40])=[O:41])[cH:28][cH:29]4)[c:18]3[cH:19]2)[CH2:2][CH2:3][CH2:4][CH2:5]1. Procedure: One of the intermediates, (S)-1-methyl-3-pyrrolidinol, was synthetized with retention of optical purity as shown in Chart IX starting with (S)-malic acid. The (S)-1-methyl-3-pyrrolidinol was shown to be dextrorotatory. As an alternative method of obtaining the resolved isomers of 1-methyl-3-pyrrolidinol, the racemic mixture was treated with (2S,3S)-tartaric acid in methanol. The resulting crystals, after one recrystallization, were converted to the base. This base was the dextrorotatory (S)-1-me... Yields the product C([C@@H](O)CC(=O)O)(=O)O ((S)-malic acid). Solvent: CO (methanol). RXN SMILES: [C@@H:1]([OH:10])([C:7]([OH:9])=[O:8])[C@H:2](O)[C:3]([OH:5])=[O:4]>CO>[C:7]([OH:9])(=[O:8])[C@H:1]([CH2:2][C:3]([OH:5])=[O:4])[OH:10]. Starting materials: [C@H]([C@@H](C(=O)O)O)(C(=O)O)O ((2S,3S)-tartaric acid). Run in O (water). As a reaction SMILES: [CH3:1][C:2]1[C:7]([C:8]([O:10]CC)=[O:9])=[C:6]([NH:13][C:14]2[CH:19]=[CH:18][CH:17]=[C:16]([CH3:20])[CH:15]=2)[N:5]=[C:4]([S:21][CH3:22])[N:3]=1.[OH-].[Na+].C(O)C>O>[CH3:1][C:2]1[C:7]([C:8]([OH:10])=[O:9])=[C:6]([NH:13][C:14]2[CH:19]=[CH:18][CH:17]=[C:16]([CH3:20])[CH:15]=2)[N:5]=[C:4]([S:21][CH3:22])[N:3]=1 |f:1.2|. Procedure details: To a 100 ml round-bottom flask were added ethyl 4-methyl-6-[(3-methylphenyl)amino]-2-(methylthio)-5-pyrimidinecarboxylate (2.83 g, 8.92 mmole), sodium hydroxide (dissolved in 5 mL of water) (0.53 g, 13.4 mmole), ethanol (25 mL) and water (25 mL). The reaction was stirred at reflux for 2 h. It was cooled to room temperature and concentrated under vacuum. The residue was treated with water (100 mL) and acidified by dropwise addition of acetic acid. Ethyl acetate (500 mL) was then added and the mix... The yield is 100.7%. Reactants: CC1=NC(=NC(=C1C(=O)OCC)NC1=CC(=CC=C1)C)SC (ethyl 4-methyl-6-[(3-methylphenyl)amino]-2-(methylthio)-5-pyrimidinecarboxylate), [OH-].[Na+] (sodium hydroxide), C(C)O (ethanol). Product: CC1=NC(=NC(=C1C(=O)O)NC1=CC(=CC=C1)C)SC (4-methyl-6-[(3-methylphenyl)amino]-2-(methylthio)-5-pyrimidinecarboxylic acid). The reactants are O=C1SC(C(N1)=O)CC1=CC=C(OCC(=O)NC2=C(C=C(C=C2)OC2=CC(=CC=C2)C2=CC=CC=C2)N(C(OC(C)(C)C)=O)C)C=C1 (t-butyl N-{2-[4-(2,4-dioxothiazolidin-5-ylmethyl)phenoxyacetylamino]-5-(3-phenylphenoxy)phenyl}-N-methylcarbamate), Cl.O1CCOCC1 (hydrogen chloride dioxane). Reaction conditions: time 63 hour. Product: Cl.CN1C(=NC2=C1C=C(C=C2)OC2=CC(=CC=C2)C2=CC=CC=C2)COC2=CC=C(CC1C(NC(S1)=O)=O)C=C2 (5-{4-[1-Methyl-6-(3-phenylphenoxy)-1H-benzimidazole-2-ylmethoxy]benzyl}thiazolidine-2,4-dione hydrochloride). As a reaction SMILES: [O:1]=[C:2]1[NH:6][C:5](=[O:7])[CH:4]([CH2:8][C:9]2[CH:47]=[CH:46][C:12]([O:13][CH2:14][C:15]([NH:17][C:18]3[CH:23]=[CH:22][C:21]([O:24][C:25]4[CH:30]=[CH:29][CH:28]=[C:27]([C:31]5[CH:36]=[CH:35][CH:34]=[CH:33][CH:32]=5)[CH:26]=4)=[CH:20][C:19]=3[N:37](C)[C:38](=O)OC(C)(C)C)=O)=[CH:11][CH:10]=2)[S:3]1.[ClH:48].O1CCOCC1>>[ClH:48].[CH3:38][N:37]1[C:19]2[CH:20]=[C:21]([O:24][C:25]3[CH:30]=[CH:29][CH:28]=[C:27]([C:31]4[CH:32]=[CH:33][CH:34]=[CH:35][CH:36]=4)[CH:26]=3)[CH:22]=[CH:23][C:18]=2[N:17]=[C:15]1[CH2:14][O:13][C:12]1[CH:46]=[CH:47][C:9]([CH2:8][CH:4]2[S:3][C:2](=[O:1])[NH:6][C:5]2=[O:7])=[CH:10][CH:11]=1 |f:1.2,3.4|. Reported procedure: A mixture of t-butyl N-{2-[4-(2,4-dioxothiazolidin-5-ylmethyl)phenoxyacetylamino]-5-(3-phenylphenoxy)phenyl}-N-methylcarbamate (2.57 g) and 4N hydrogen chloride/dioxane (30 ml) was stirred at room temperature for 63 hours. The solvent of the reaction mixture was evaporated to dryness and to the residue was added ethyl acetate and insoluble product was isolated by filtration and washed with ethyl acetate to give the title compound (2.01 g). The product is CC1(C)CC(Nc2ncnc(NC3CC(CO[Si](C)(C)C(C)(C)C)C(O[Si](C)(C)C(C)(C)C)C3)c2F)c2ccccc21. Reactants: CC(C)(C)[Si](C)(C)OCC1CC(Nc2ncnc(Cl)c2F)CC1O[Si](C)(C)C(C)(C)C, CC1(C)CC(N)c2ccccc21, ClCCl, [Na+], [Na+], O=C([O-])[O-]. As a reaction SMILES: [C:1]([CH3:2])([CH3:3])([CH3:4])[Si:5]([O:6][CH:7]1[CH2:8][CH:9]([NH:21][c:22]2[n:23][cH:24][n:25][c:26]([Cl:29])[c:27]2[F:28])[CH2:10][CH:11]1[CH2:12][O:13][Si:14]([CH3:15])([CH3:16])[C:17]([CH3:18])([CH3:19])[CH3:20])([CH3:30])[CH3:31].[CH3:32][C:33]1([CH3:43])[CH2:34][CH:35]([NH2:42])[c:36]2[cH:37][cH:38][cH:39][cH:40][c:41]21.[Cl:50][CH2:51][Cl:52].[Na+:44].[Na+:45].[O-:46][C:47](=[O:48])[O-:49]>>[C:1]([CH3:2])([CH3:3])([CH3:4])[Si:5]([O:6][CH:7]1[CH2:8][CH:9]([NH:21][c:22]2[n:23][cH:24][n:25][c:26]([NH:42][CH:35]3[CH2:34][C:33]([CH3:32])([CH3:43])[c:41]4[c:36]3[cH:37][cH:38][cH:39][cH:40]4)[c:27]2[F:28])[CH2:10][CH:11]1[CH2:12][O:13][Si:14]([CH3:15])([CH3:16])[C:17]([CH3:18])([CH3:19])[CH3:20])([CH3:30])[CH3:31].